describe an organic reaction: reactants, conditions, products, and yield From a dataset of the Open Reaction Database (ORD), a public repository of structured organic reaction records. The reactants are FC=1C=C(C=C(C1)F)CC(=O)N[C@@H](C)C(=O)O (N-(3,5-difluorophenylacetyl)-L-alanine), solid, N[C@H](C(=O)OC)C1=CC2=CC=C(C=C2C=C1)OC (methyl (S)-2-amino-2-(6-methoxy-2-naphthyl)acetate). Product: FC=1C=C(C=C(C1)F)CC(=O)N[C@@H](C)C(=O)N[C@H](C(=O)OC)C1=CC2=CC=C(C=C2C=C1)OC (Methyl N-[N-(3,5-Difluorophenylacetyl)-L-alaninyl]-(S)-2-amino-2-(6methoxy-2-naphthyl)acetate). Reaction SMILES: [F:1][C:2]1[CH:3]=[C:4]([CH2:9][C:10]([NH:12][C@H:13]([C:15]([OH:17])=O)[CH3:14])=[O:11])[CH:5]=[C:6]([F:8])[CH:7]=1.[NH2:18][C@@H:19]([C:24]1[CH:33]=[CH:32][C:31]2[C:26](=[CH:27][CH:28]=[C:29]([O:34][CH3:35])[CH:30]=2)[CH:25]=1)[C:20]([O:22][CH3:23])=[O:21]>>[F:8][C:6]1[CH:5]=[C:4]([CH2:9][C:10]([NH:12][C@H:13]([C:15]([NH:18][C@@H:19]([C:24]2[CH:33]=[CH:32][C:31]3[C:26](=[CH:27][CH:28]=[C:29]([O:34][CH3:35])[CH:30]=3)[CH:25]=2)[C:20]([O:22][CH3:23])=[O:21])=[O:17])[CH3:14])=[O:11])[CH:3]=[C:2]([F:1])[CH:7]=1. Procedure details: Following General Procedure C and using N-(3,5-difluorophenylacetyl)-L-alanine (from Example B2 above) and methyl (S)-2-amino-2-(6-methoxy-2-naphthyl)acetate (from Example D3 above), the title compound was prepared as a solid (mp=177-178° C.). The product was purified by tituration using hexanes/EtOAc. The reactants are ClC1=C2C=CC(=NC2=NC=C1)C (5-Chloro-2-methyl-[1,8]naphthyridine), NC1=C(OC2=CC=C(C(=O)N(C)OC)C=C2)C=CC(=C1)Cl (4-(2-amino-4-chlorophenoxy)-N-methoxy-N-methylbenzamide). Product: ClC1=CC(=C(OC2=CC=C(C(=O)N(C)OC)C=C2)C=C1)NC1=CC=NC2=NC(=CC=C12)C (4-(4-chloro-2-(7-methyl-1,8-naphthyridin-4-ylamino)phenoxy)-N-methoxy-N-methylbenzamide). As a reaction SMILES: Cl[C:2]1[CH:11]=[CH:10][N:9]=[C:8]2[C:3]=1[CH:4]=[CH:5][C:6]([CH3:12])=[N:7]2.[NH2:13][C:14]1[CH:32]=[C:31]([Cl:33])[CH:30]=[CH:29][C:15]=1[O:16][C:17]1[CH:28]=[CH:27][C:20]([C:21]([N:23]([O:25][CH3:26])[CH3:24])=[O:22])=[CH:19][CH:18]=1>>[Cl:33][C:31]1[CH:30]=[CH:29][C:15]([O:16][C:17]2[CH:28]=[CH:27][C:20]([C:21]([N:23]([O:25][CH3:26])[CH3:24])=[O:22])=[CH:19][CH:18]=2)=[C:14]([NH:13][C:2]2[C:3]3[C:8](=[N:7][C:6]([CH3:12])=[CH:5][CH:4]=3)[N:9]=[CH:10][CH:11]=2)[CH:32]=1. Reported procedure: The product from Example 1d (111 mg, 0.62 mmol) was reacted with the product from Example 128b (192 mg, 0.62 mmol) for 18 h following the procedure from Example 1g giving the crude title compound which was purified by HPLC with TFA providing the product as a trifluoroacetic acid (50.9 mg, 15%). 1H NMR (300 MHz, DMSO-d6) δ ppm: 2.72 (s, 3H) 3.19 (s, 3H) 3.42 (s, 3H) 6.71 (d, J=6.99 Hz, 1H) 6.94 (d, J=8.82 Hz, 2H) 7.36 (d, J=8.82 Hz, 1H) 7.50 (d, J=8.82 Hz, 2H) 7.63 (dd, J=8.82, 2.57 Hz, 1H) 7.72 ... Starting materials: Zn Cu, Cl (HCl), COCCC#N (3-methoxypropionitrile), C1CCOC1 (THF), C(C)OC(CBr)=O (2-bromoacetic acid ethyl ester), C1CCOC1 (THF). Conditions: time 30 minute. Yields the product C(C)OC(CC(CCOC)=O)=O (5-methoxy-3-oxopentanic acid ethyl ester). The yield is 76.0%. As a reaction SMILES: [CH3:1][O:2][CH2:3][CH2:4][C:5]#N.[CH2:7]([O:9][C:10](=[O:13])[CH2:11]Br)[CH3:8].Cl.C1C[O:18]CC1>>[CH2:7]([O:9][C:10](=[O:13])[CH2:11][C:5](=[O:18])[CH2:4][CH2:3][O:2][CH3:1])[CH3:8]. Procedure details: 68 g (0.8 mol) of 3-methoxypropionitrile were dissolved in 1000 mL THF freshly distilled over LiAlH4 and treated with 150.3 g (2.2 mol) Zn/Cu pair under inert gas. With moderate reflux 267.2 g (1.6 mol) of 2-bromoacetic acid ethyl ester were added drop-by-drop to the vigorously stirred suspension within 75 minutes. After the reaction had started, the heat was turned off and the slight reflux adjusted via the drop velocity. To complete the reaction, the solution was stirred for 30 minutes at the ... Reactants: FC1=C(C(=C(C2=C1N=CO2)NS(=O)(=O)C2CC2)NC2=C(C=C(C=C2)I)F)F (Cyclopropanesulfonic acid [4,5-difluoro-6-(2-fluoro-4-iodo-phenylamino)-benzooxazol-7-yl]-amide), CN(S(=O)(=O)N1C(N(C2=C1C1=C(N=CO1)C(=C2F)F)C2=C(C=C(C=C2)I)F)=O)C (4,5-difluoro-6-(2-fluoro-4-iodo-phenyl)-7-oxo-6,7-dihydro-imidazo[4′,5′:3,4]benzo[1,2-d]oxazole-8-sulfonic acid dimethylamide), [K] (potassium). The product is FC1=C(C(=C(C2=C1N=CO2)NS(N(C)C)(=O)=O)NC2=C(C=C(C=C2)I)F)F (Dimethylsulfamic acid [4,5-difluoro-6-(2-fluoro-4-iodo-phenylamino)-benzooxazol-7-yl]amide), product. The yield is 49.0%. Reaction SMILES: [CH3:1][N:2]([CH3:29])[S:3]([N:6]1[C:10]2[C:11]3[O:15][CH:14]=[N:13][C:12]=3[C:16]([F:19])=[C:17]([F:18])[C:9]=2[N:8]([C:20]2[CH:25]=[CH:24][C:23]([I:26])=[CH:22][C:21]=2[F:27])C1=O)(=[O:5])=[O:4].[K].FC1C2N=COC=2C(NS(C2CC2)(=O)=O)=C(NC2C=CC(I)=CC=2F)C=1F>>[F:19][C:16]1[C:12]2[N:13]=[CH:14][O:15][C:11]=2[C:10]([NH:6][S:3](=[O:5])(=[O:4])[N:2]([CH3:29])[CH3:1])=[C:9]([NH:8][C:20]2[CH:25]=[CH:24][C:23]([I:26])=[CH:22][C:21]=2[F:27])[C:17]=1[F:18] |^1:29|. Procedure details: Compound 1C was prepared from 4,5-difluoro-6-(2-fluoro-4-iodo-phenyl)-7-oxo-6,7-dihydro-imidazo[4′,5′:3,4]benzo[1,2-d]oxazole-8-sulfonic acid dimethylamide (60 mg, 0.12 mmol) and potassium trimethylsilonolate (30 mg, 0.18 mmol) using procedures analogous to those described above for Compound 1A to afford 30 mg of the product (49% yield). H1NMR (CDCl3, 300 MHz): δ 8.15 (s, 1H), 7.44 (dd, 1H), 7.29 (d, 1H), 6.82 (s, 1H), 6.45-6.35 (m, 1H), 6.19 (s, 1H), 2.88 (s, 6H). LCMS: 81.2%, m/z=510.9 (M−1). ... Yield: 29.0%. Reactants: C(C)OCN1N=CC=C1B1OC(C(O1)(C)C)(C)C (1-(ethoxymethyl)-5-(4,4,5,5-tetramethyl-1,3,2-dioxaborolan-2-yl)-1H-pyrazole), C(#N)C=1C=C(C=CC1OC1=C(C=C(C=C1)OC(F)(F)F)I)S(=O)(=O)N(C1=NC=NS1)CC1=C(C=C(C=C1)OC)OC (3-cyano-N-(2,4-dimethoxybenzyl)-4-[2-iodo-4-(trifluoromethoxy)phenoxy]-N-1,2,4-thiadiazol-5-ylbenzenesulfonamide). Product: C(#N)C=1C=C(C=CC1OC1=C(C=C(C=C1)OC(F)(F)F)C1=CC=NN1COCC)S(=O)(=O)N(C1=NC=NS1)CC1=C(C=C(C=C1)OC)OC (3-Cyano-N-(2,4-dimethoxybenzyl)-4-{2-[1-(ethoxymethyl)-1H-pyrazol-5-yl]-4-(trifluoromethoxy)phenoxy}-N-1,2,4-thiadiazol-5-ylbenzenesulfonamide). Procedure details: Prepared according to Method U (below) using 1-(ethoxymethyl)-5-(4,4,5,5-tetramethyl-1,3,2-dioxaborolan-2-yl)-1H-pyrazole (Preparation 337, 197 mg, 0.714 mmol), and 3-cyano-N-(2,4-dimethoxybenzyl)-4-[2-iodo-4-(trifluoromethoxy)phenoxy]-N-1,2,4-thiadiazol-5-ylbenzenesulfonamide (Preparation 497, 210 mg, 0.42 mmol). The material was purified by column chromatography eluting with ethyl acetate:heptane (1:1, by volume) to furnish the title compound as a white solid, 70 mg, 29% yield. RXN SMILES: [CH2:1]([O:3][CH2:4][N:5]1[C:9](B2OC(C)(C)C(C)(C)O2)=[CH:8][CH:7]=[N:6]1)[CH3:2].[C:19]([C:21]1[CH:22]=[C:23]([S:40]([N:43]([CH2:49][C:50]2[CH:55]=[CH:54][C:53]([O:56][CH3:57])=[CH:52][C:51]=2[O:58][CH3:59])[C:44]2[S:48][N:47]=[CH:46][N:45]=2)(=[O:42])=[O:41])[CH:24]=[CH:25][C:26]=1[O:27][C:28]1[CH:33]=[CH:32][C:31]([O:34][C:35]([F:38])([F:37])[F:36])=[CH:30][C:29]=1I)#[N:20]>>[C:19]([C:21]1[CH:22]=[C:23]([S:40]([N:43]([CH2:49][C:50]2[CH:55]=[CH:54][C:53]([O:56][CH3:57])=[CH:52][C:51]=2[O:58][CH3:59])[C:44]2[S:48][N:47]=[CH:46][N:45]=2)(=[O:42])=[O:41])[CH:24]=[CH:25][C:26]=1[O:27][C:28]1[CH:29]=[CH:30][C:31]([O:34][C:35]([F:37])([F:36])[F:38])=[CH:32][C:33]=1[C:9]1[N:5]([CH2:4][O:3][CH2:1][CH3:2])[N:6]=[CH:7][CH:8]=1)#[N:20]. The reactants are ClC1=NC=CC(=N1)NC1=CC(=NN1)C1CC1 (2-Chloro-N-(3-cyclopropyl-1H-pyrazol-5-yl)pyrimidin-4-amine), S(=O)(=O)(C1=CC=C(C)C=C1)N1C=CC2=CC=C(C=C12)CN ((1-tosyl-1H-indol-6-yl)methanamine), CCN(C(C)C)C(C)C (DIPEA). The solvent is CCCCO (n-BuOH). Product: C1(CC1)C1=CC(=NN1)NC1=NC(=NC=C1)NCC1=CC=C2C=CN(C2=C1)S(=O)(=O)C1=CC=C(C)C=C1 (N4-(5-cyclopropyl-1H-pyrazol-3-yl)-N2-((1-tosyl-1H-indol-6-yl)methyl)pyrimidine-2,4-diamine). Yield: 96.4%. Reaction SMILES: Cl[C:2]1[N:7]=[C:6]([NH:8][C:9]2[NH:13][N:12]=[C:11]([CH:14]3[CH2:16][CH2:15]3)[CH:10]=2)[CH:5]=[CH:4][N:3]=1.[S:17]([N:27]1[C:35]2[C:30](=[CH:31][CH:32]=[C:33]([CH2:36][NH2:37])[CH:34]=2)[CH:29]=[CH:28]1)([C:20]1[CH:26]=[CH:25][C:23]([CH3:24])=[CH:22][CH:21]=1)(=[O:19])=[O:18].CCN(C(C)C)C(C)C>CCCCO>[CH:14]1([C:11]2[NH:12][N:13]=[C:9]([NH:8][C:6]3[CH:5]=[CH:4][N:3]=[C:2]([NH:37][CH2:36][C:33]4[CH:34]=[C:35]5[C:30]([CH:29]=[CH:28][N:27]5[S:17]([C:20]5[CH:21]=[CH:22][C:23]([CH3:24])=[CH:25][CH:26]=5)(=[O:19])=[O:18])=[CH:31][CH:32]=4)[N:7]=3)[CH:10]=2)[CH2:16][CH2:15]1. Procedure details: A microwave vial was charged with 53 (80 mg, 0.34 mmol), 36 (80 mg, 0.27 mmol), DIPEA (0.2 mL) and n-BuOH (2.0 mL), sealed and irradiated in a microwave reactor at 180° C. for 80 min. The reaction mixture was concentrated and purified with a CombiFlash® to afford 130 mg (95%) of N4-(5-cyclopropyl-1H-pyrazol-3-yl)-N2-((1-tosyl-1H-indol-6-yl)methyl)pyrimidine-2,4-diamine (38) as yellow solid; MS (ESI) m/z=500.1 [M+1]+.